From a dataset of the Open Reaction Database (ORD), a public repository of structured organic reaction records. describe an organic reaction: reactants, conditions, products, and yield The reactants are O (water), CN1N=C(C(=C1OC1=CC=CC=C1)C=NO)C (1,3-dimethyl-5-phenoxypyrazole-4-carbaldehyde oxime), ClCC1=CC=C(C(SCC)=O)C=C1 (S-ethyl 4-cloromethylbenzothiate), [OH-].[K+] (potassium hydroxide). Run in CS(=O)C (dimethyl sulfoxide). Reaction conditions: time 3 hour. The product is CN1N=C(C(=C1OC1=CC=CC=C1)C=NOCC1=CC=C(C(SCC)=O)C=C1)C (S-Ethyl 4-[(1,3-dimethyl-5-phenoxypyrazol-4-yl)methyleneaminoxymethyl]benzothioate). Isolated yield 79.5%. Reaction SMILES: [CH3:1][N:2]1[C:6]([O:7][C:8]2[CH:13]=[CH:12][CH:11]=[CH:10][CH:9]=2)=[C:5]([CH:14]=[N:15][OH:16])[C:4]([CH3:17])=[N:3]1.[OH-].[K+].Cl[CH2:21][C:22]1[CH:32]=[CH:31][C:25]([C:26](=[O:30])[S:27][CH2:28][CH3:29])=[CH:24][CH:23]=1.O>CS(C)=O>[CH3:1][N:2]1[C:6]([O:7][C:8]2[CH:13]=[CH:12][CH:11]=[CH:10][CH:9]=2)=[C:5]([CH:14]=[N:15][O:16][CH2:21][C:22]2[CH:32]=[CH:31][C:25]([C:26](=[O:30])[S:27][CH2:28][CH3:29])=[CH:24][CH:23]=2)[C:4]([CH3:17])=[N:3]1 |f:1.2|. Procedure: 1.0 Gram (0.0043 mole) of 1,3-dimethyl-5-phenoxypyrazole-4-carbaldehyde oxime was dissolved in 20 ml of dimethyl sulfoxide, and after adding 0.3 g (0.0053 mole) of powdery potassium hydroxide, the resulting solution was stirred. To this solution was added 0.92 g (0.0043 mole) of S-ethyl 4-cloromethylbenzothiate, and reaction was carried out at room temperature for 3 hours. After completion of the reaction, 200 ml of water was added to the reaction solution which was then extracted with ethyl ace... The reactants are O (Water), C(=O)([O-])C(O)C(O)C(=O)[O-].[K+].[Na+] (sodium potassium tartrate), N1CCCC2=CC=C(C=C12)C(=O)OC (methyl 1,2,3,4-tetrahydroquinoline-7-carboxylate), solution, CC(C)C[AlH]CC(C)C (DIBAL-H), CC(C)C[AlH]CC(C)C (DIBAL-H). Run in C1CCOC1 (THF), C1CCOC1 (THF), C1CCOC1 (THF). Reaction conditions: temperature 0 celsius, time 2 hour. The product is N1CCCC2=CC=C(C=C12)CO ((1,2,3,4-tetrahydroquinolin-7-yl)methanol). RXN SMILES: [NH:1]1[C:10]2[C:5](=[CH:6][CH:7]=[C:8]([C:11](OC)=[O:12])[CH:9]=2)[CH2:4][CH2:3][CH2:2]1.CC(C[AlH]CC(C)C)C.C(C(C(C([O-])=O)O)O)([O-])=O.[K+].[Na+].O>C1COCC1>[NH:1]1[C:10]2[C:5](=[CH:6][CH:7]=[C:8]([CH2:11][OH:12])[CH:9]=2)[CH2:4][CH2:3][CH2:2]1 |f:2.3.4|. Reported procedure: To a cooled (0° C.) solution 1 g (5.23 mmol) of methyl 1,2,3,4-tetrahydroquinoline-7-carboxylate in THF (10 ml) was added 20.92 ml, (20.92 mmol) of a solution of DIBAL-H in THF. The reaction mixture was stirred for 2 hr at 0° C. Additional DIBAL-H in THF (15.69 ml, 15.69 mmol) was added. The reaction mixture was allowed to warm to 20° C. and stirring was continued for 16 hr. The reaction mixture was treated with 30 mL of 10% aqueous sodium potassium tartrate and stirred for 1 h. Water was added ... Reactants: COC(=O)C(C)(C)COS(=O)(=O)c1ccc(C)cc1, O=Cc1cc(Cl)ccc1O, [K+], [K+], O=C([O-])[O-], CN(C)C=O. Product: COC(=O)C(C)(C)COc1ccc(Cl)cc1C=O. Reaction SMILES: [CH3:11][O:12][C:13]([C:14]([CH2:15][O:16][S:17]([c:18]1[cH:19][cH:20][c:21]([CH3:22])[cH:23][cH:24]1)(=[O:25])=[O:26])([CH3:27])[CH3:28])=[O:29].[Cl:1][c:2]1[cH:3][cH:4][c:5]([OH:10])[c:6]([CH:7]=[O:8])[cH:9]1.[K+:30].[K+:31].[O-:32][C:33]([O-:34])=[O:35].[O:36]=[CH:37][N:38]([CH3:39])[CH3:40]>>[Cl:1][c:2]1[cH:3][cH:4][c:5]([O:10][CH2:15][C:14]([C:13]([O:12][CH3:11])=[O:29])([CH3:27])[CH3:28])[c:6]([CH:7]=[O:8])[cH:9]1. Starting materials: ClC1=C(C=C2C(C(=CN(C2=N1)C1CC1)C(=O)O)=O)F (7-chloro-1-cyclopropyl-6-fluoro -1, 4-dihydro-4-oxo-1,8-naphthyridine-3-carboxylic acid), N1CC(CC1)C1=NC=CC=C1 (2-(3-pyrrolidinyl) pyridine). Yields the product C1(CC1)N1C=C(C(C2=CC(=C(N=C12)N1CC(CC1)C1=NC=CC=C1)F)=O)C(=O)O (1-Cyclopropyl-6-fluoro-1,4-dihydro-4-oxo-7-[3-(2-pyridinyl)-1-pyrrolidinyl]-1,8-naphthyridine-3-carboxylic acid). The yield is 88.0%. As a reaction SMILES: Cl[C:2]1[N:11]=[C:10]2[C:5]([C:6](=[O:18])[C:7]([C:15]([OH:17])=[O:16])=[CH:8][N:9]2[CH:12]2[CH2:14][CH2:13]2)=[CH:4][C:3]=1[F:19].[NH:20]1[CH2:24][CH2:23][CH:22]([C:25]2[CH:30]=[CH:29][CH:28]=[CH:27][N:26]=2)[CH2:21]1>>[CH:12]1([N:9]2[C:10]3[C:5](=[CH:4][C:3]([F:19])=[C:2]([N:20]4[CH2:24][CH2:23][CH:22]([C:25]5[CH:30]=[CH:29][CH:28]=[CH:27][N:26]=5)[CH2:21]4)[N:11]=3)[C:6](=[O:18])[C:7]([C:15]([OH:17])=[O:16])=[CH:8]2)[CH2:14][CH2:13]1. Reported procedure: Starting from 7-chloro-1-cyclopropyl-6-fluoro -1, 4-dihydro-4-oxo-1,8-naphthyridine-3-carboxylic acid (1.33 g, 4.7 mmol) and 2-(3-pyrrolidinyl) pyridine, a procedure analogous to that given in Example 1 provided the title compound (1.64 g, 88%) as an off-white solid, mp 203°-204° C. The reactants are IC (iodomethane), C(C)OCC (Diethyl ether), CC(CO)(CC=C)C (2,2-Dimethylpent-4-en-1-ol), [H-].[Na+] (sodium hydride). Solvent: CN(C=O)C (dimethylformamide), O (water). Conditions: time 1 hour. Yields the product CC(CC=C)(COC)C (4,4-dimethyl-5-methoxypent-1-ene). As a reaction SMILES: [CH3:1][C:2]([CH3:8])([CH2:5][CH:6]=[CH2:7])[CH2:3][OH:4].[H-].[Na+].IC.[CH2:13](OCC)C>CN(C)C=O.O>[CH3:1][C:2]([CH3:8])([CH2:3][O:4][CH3:13])[CH2:5][CH:6]=[CH2:7] |f:1.2|. Procedure details: 2,2-Dimethylpent-4-en-1-ol (4.0 g.) was added dropwise to a suspension of sodium hydride (1.13 g. 80% dispersion in oil, washed with hexane) in dry dimethylformamide (80 ml.) under nitrogen. After stirring for 1 hour, iodomethane (5.3 g.) was added dropwise and the mixture stirred for a further hour. Diethyl ether (100 ml.) was added and was followed by slow addition of water (100 ml.). The ethereal extracts were evaporated in vacuo and the residue was dissolved in hexane (50 ml.). The hexane so... Starting materials: Cc1nc(NCCCC2CCN(C)CC2)ncc1C=O, Cc1ccccc1, Cc1c(F)ccc2[nH]c(-c3cnc(NCCCC4CCN(C)CC4)nc3)nc12, Cc1c(F)ccc(N)c1N, O=[Mn]=O. Yields the product Cc1nc(NCCCC2CCN(C)CC2)ncc1-c1nc2c(C)c(F)ccc2[nH]1. Reaction SMILES: [CH3:29][c:30]1[c:31]([CH:32]=[O:33])[cH:34][n:35][c:36]([NH:37][CH2:38][CH2:39][CH2:40][CH:41]2[CH2:42][CH2:43][N:44]([CH3:45])[CH2:46][CH2:47]2)[n:48]1.[CH3:59][c:60]1[cH:61][cH:62][cH:63][cH:64][cH:65]1.[F:1][c:2]1[c:3]([CH3:28])[c:4]2[c:5]([nH:6][c:7](-[c:9]3[cH:10][n:11][c:12]([NH:15][CH2:16][CH2:17][CH2:18][CH:19]4[CH2:20][CH2:21][N:22]([CH3:25])[CH2:23][CH2:24]4)[n:13][cH:14]3)[n:8]2)[cH:26][cH:27]1.[F:49][c:50]1[c:51]([CH3:52])[c:53]([NH2:54])[c:55]([NH2:56])[cH:57][cH:58]1.[O:66]=[Mn:67]=[O:68]>>[F:1][c:2]1[c:3]([CH3:28])[c:4]2[c:5]([nH:6][c:7](-[c:9]3[cH:10][n:11][c:12]([NH:15][CH2:16][CH2:17][CH2:18][CH:19]4[CH2:20][CH2:21][N:22]([CH3:25])[CH2:23][CH2:24]4)[n:13][c:14]3[CH3:29])[n:8]2)[cH:26][cH:27]1. Reactants: C(C(=O)Cl)(=O)Cl (oxalyl chloride), Cl.N1(CCCC1)CCOC1=CC=C(C(=O)O)C=C1 (4-[2-(1-pyrrolidinyl)ethoxy]benzoic acid hydrochloride), CN(C)C=O (DMF). Solvent: ClCCl (dichloromethane). Reaction conditions: time 1 hour. Yields the product N1(CCCC1)CCOC1=CC=C(C(=O)N)C=C1 (4-[2-(1-Pyrrolidinyl)ethoxy]benzamide). The yield is 93.0%. As a reaction SMILES: Cl.[N:2]1([CH2:7][CH2:8][O:9][C:10]2[CH:18]=[CH:17][C:13]([C:14](O)=[O:15])=[CH:12][CH:11]=2)[CH2:6][CH2:5][CH2:4][CH2:3]1.C(Cl)(=O)C(Cl)=O.C[N:26](C=O)C>ClCCl>[N:2]1([CH2:7][CH2:8][O:9][C:10]2[CH:18]=[CH:17][C:13]([C:14]([NH2:26])=[O:15])=[CH:12][CH:11]=2)[CH2:6][CH2:5][CH2:4][CH2:3]1 |f:0.1|. Procedure: To a suspension of 4-[2-(1-pyrrolidinyl)ethoxy]benzoic acid hydrochloride (750 mg, 2.76 mmol) in dry dichloromethane (10 mL) was added oxalyl chloride (0.481 mL, 5.62 mmol, 2.0 eq.) then a catalytic amount of DMF. After 1 h, the reaction mixture was filtered through a pad of diatomaceous earth, then the solvent was removed under reduced pressure. The residue was treated with excess concentrated ammonium hydroxide in THF (5 mL each). The layers were separated by the addition of brine (10 mL); the...